From a dataset of the Open Reaction Database (ORD), a public repository of structured organic reaction records. describe an organic reaction: reactants, conditions, products, and yield Starting materials: Cl.ClC1=C(C=CC=C1)CCOCC(=N)N (2-[2-(2-chloro-phenyl)-ethoxy]-acetamidine hydrochloride), CN(C)C(=[N+](C)C)ON1C2=C(C=CC=C2)N=N1.[B-](F)(F)(F)F (TBTU), CCN(C(C)C)C(C)C (DIPEA), ClC1=C(C(=O)O)C=C(C=N1)Cl (2,5-dichloronicotinic acid). Yields the product ClC1=C(C(=O)NC(COCCC2=C(C=CC=C2)Cl)=N)C=C(C=N1)Cl (2,5-dichloro-N-{2-[2-(2-chloro-phenyl)-ethoxy]-1-imino-ethyl}-nicotinamide). As a reaction SMILES: [Cl:1][C:2]1[N:10]=[CH:9][C:8]([Cl:11])=[CH:7][C:3]=1[C:4]([OH:6])=O.Cl.[Cl:13][C:14]1[CH:19]=[CH:18][CH:17]=[CH:16][C:15]=1[CH2:20][CH2:21][O:22][CH2:23][C:24]([NH2:26])=[NH:25].CN(C(ON1N=NC2C=CC=CC1=2)=[N+](C)C)C.[B-](F)(F)(F)F.CCN(C(C)C)C(C)C>>[Cl:1][C:2]1[N:10]=[CH:9][C:8]([Cl:11])=[CH:7][C:3]=1[C:4]([NH:26][C:24](=[NH:25])[CH2:23][O:22][CH2:21][CH2:20][C:15]1[CH:16]=[CH:17][CH:18]=[CH:19][C:14]=1[Cl:13])=[O:6] |f:1.2,3.4|. Procedure: In analogy to the procedure described in example 78.3, 2,5-dichloronicotinic acid was reacted with 2-[2-(2-chloro-phenyl)-ethoxy]-acetamidine hydrochloride (example 105.2) in the presence of TBTU and DIPEA to give 2,5-dichloro-N-{2-[2-(2-chloro-phenyl)-ethoxy]-1-imino-ethyl}-nicotinamide as orange oil. MS: m/e=388.1 [M+H+]. The reactants are CC1(C)CC(c2ccccc2N)Nc2ccc(C#N)cc21, O, O=S(=O)(Cl)c1ccccc1, c1ccncc1. RXN SMILES: [NH2:1][c:2]1[c:3]([CH:8]2[NH:9][c:10]3[cH:11][cH:12][c:13]([C:20]#[N:21])[cH:14][c:15]3[C:16]([CH3:18])([CH3:19])[CH2:17]2)[cH:4][cH:5][cH:6][cH:7]1.[OH2:38].[c:22]1([S:28](=[O:29])(=[O:30])[Cl:31])[cH:23][cH:24][cH:25][cH:26][cH:27]1.[cH:32]1[cH:33][cH:34][n:35][cH:36][cH:37]1>>[NH:1]([c:2]1[c:3]([CH:8]2[NH:9][c:10]3[cH:11][cH:12][c:13]([C:20]#[N:21])[cH:14][c:15]3[C:16]([CH3:18])([CH3:19])[CH2:17]2)[cH:4][cH:5][cH:6][cH:7]1)[S:28]([c:22]1[cH:23][cH:24][cH:25][cH:26][cH:27]1)(=[O:29])=[O:30]. The product is CC1(C)CC(c2ccccc2NS(=O)(=O)c2ccccc2)Nc2ccc(C#N)cc21. As a reaction SMILES: [C:1](#[N:2])[CH2:3][CH:4]1[CH2:5][C:6]([OH:20])([c:21]2[cH:22][cH:23][cH:24][cH:25][cH:26]2)[CH:7]2[CH2:8][N:9]([C:13]([O:14][C:15]([CH3:16])([CH3:17])[CH3:18])=[O:19])[CH2:10][CH:11]2[CH2:12]1.[ClH:27].[O:28]1[CH2:29][CH2:30][O:31][CH2:32][CH2:33]1>>[C:1](#[N:2])[CH2:3][CH:4]1[CH2:5][C:6]([OH:20])([c:21]2[cH:22][cH:23][cH:24][cH:25][cH:26]2)[CH:7]2[CH2:8][NH:9][CH2:10][CH:11]2[CH2:12]1. The product is N#CCC1CC2CNCC2C(O)(c2ccccc2)C1. Starting materials: CC(C)(C)OC(=O)N1CC2CC(CC#N)CC(O)(c3ccccc3)C2C1, Cl, C1COCCO1. The reactants are CCOC(=O)CN1CCC(c2c(-c3cccc(Br)c3)c3ccc(C)nc3n(CC)c2=O)CC1, Cl. The product is CCn1c(=O)c(C2CCN(CC(=O)O)CC2)c(-c2cccc(Br)c2)c2ccc(C)nc21, Cl. As a reaction SMILES: [Br:1][c:2]1[cH:3][c:4](-[c:8]2[c:9]([CH:22]3[CH2:23][CH2:24][N:25]([CH2:28][C:29](=[O:30])[O:31][CH2:32][CH3:33])[CH2:26][CH2:27]3)[c:10](=[O:21])[n:11]([CH2:19][CH3:20])[c:12]3[n:13][c:14]([CH3:18])[cH:15][cH:16][c:17]23)[cH:5][cH:6][cH:7]1.[ClH:34]>>[Br:1][c:2]1[cH:3][c:4](-[c:8]2[c:9]([CH:22]3[CH2:23][CH2:24][N:25]([CH2:28][C:29](=[O:30])[OH:31])[CH2:26][CH2:27]3)[c:10](=[O:21])[n:11]([CH2:19][CH3:20])[c:12]3[n:13][c:14]([CH3:18])[cH:15][cH:16][c:17]23)[cH:5][cH:6][cH:7]1.[ClH:34]. Reactants: C(CCS)S (1,3-propanedithiol), ClC=1C(=NN(C1OC(F)F)C)C1=CC(=C(C=C1)Cl)C(OC)OC (4-chloro-3-[4-chloro-3-(dimethoxymethyl)phenyl]-5-difluoromethoxy-1-methyl-1H-pyrazole), C1(=CC=C(C=C1)S(=O)(=O)O)C (p-toluenesulfonic acid). Run in C1(=CC=CC=C1)C (toluene), C1(=CC=CC=C1)C (toluene). Conditions: temperature 65 celsius. Yields the product ClC=1C(=NN(C1OC(F)F)C)C1=CC(=C(C=C1)Cl)C1SCCCS1 (4-Chloro-3-[4-chloro-3-(1,3-dithian-2-yl)-phenyl]-5-difluoromethoxy-1-methyl-1H-pyrazole). RXN SMILES: [CH2:1]([SH:5])[CH2:2][CH2:3][SH:4].[Cl:6][C:7]1[C:8]([C:17]2[CH:22]=[CH:21][C:20]([Cl:23])=[C:19]([CH:24](OC)OC)[CH:18]=2)=[N:9][N:10]([CH3:16])[C:11]=1[O:12][CH:13]([F:15])[F:14].C1(C)C=CC(S(O)(=O)=O)=CC=1>C1(C)C=CC=CC=1>[Cl:6][C:7]1[C:8]([C:17]2[CH:22]=[CH:21][C:20]([Cl:23])=[C:19]([CH:24]3[S:5][CH2:1][CH2:2][CH2:3][S:4]3)[CH:18]=2)=[N:9][N:10]([CH3:16])[C:11]=1[O:12][CH:13]([F:14])[F:15]. Procedure details: 0.5 g (4.6 mmol) of 1,3-propanedithiol was added to a solution of 1.7 g (4.6 mmol) of 4-chloro-3-[4-chloro-3-(dimethoxymethyl)phenyl]-5-difluoromethoxy-1-methyl-1H-pyrazole in 50 ml of toluene. The mixture was heated to 60-70° C. and then a spatula-tipful of p-toluenesulfonic acid was added. The reaction mixture was stirred at reflux temperature for 3 hours and then cooled and diluted with 50 ml of toluene. The organic phase was washed with 10% strength by weight sodium hydrogen carbonate soluti... Reactants: CCCCCCOC(C)c1ccc(C(=O)OCc2ccccc2)cc1, Cl, [K+], C1CCOC1, [OH-]. The product is CCCCCCOC(C)c1ccc(C(=O)O)cc1. As a reaction SMILES: [CH2:1]([CH2:2][CH2:3][CH2:4][CH2:5][CH3:6])[O:7][CH:8]([CH3:9])[c:10]1[cH:11][cH:12][c:13]([C:14](=[O:15])[O:16][CH2:17][c:18]2[cH:19][cH:20][cH:21][cH:22][cH:23]2)[cH:24][cH:25]1.[ClH:28].[K+:27].[O:29]1[CH2:30][CH2:31][CH2:32][CH2:33]1.[OH-:26]>>[CH2:1]([CH2:2][CH2:3][CH2:4][CH2:5][CH3:6])[O:7][CH:8]([CH3:9])[c:10]1[cH:11][cH:12][c:13]([C:14](=[O:15])[OH:16])[cH:24][cH:25]1.